describe an organic reaction: reactants, conditions, products, and yield From a dataset of the Open Reaction Database (ORD), a public repository of structured organic reaction records. Reactants: C(CCC)[Sn](C1=NC=CC=N1)(CCCC)CCCC (2-tributylstannylpyrimidine), BrC1=C(C(=O)OC)C=C(C(=C1)C)OC (methyl 2-bromo-5-methoxy-4-methylbenzoate). Reagents/catalysts: C=1C=CC(=CC1)[P](C=2C=CC=CC2)(C=3C=CC=CC3)[Pd]([P](C=4C=CC=CC4)(C=5C=CC=CC5)C=6C=CC=CC6)([P](C=7C=CC=CC7)(C=8C=CC=CC8)C=9C=CC=CC9)[P](C=1C=CC=CC1)(C=1C=CC=CC1)C=1C=CC=CC1 (Pd(PPh3)4), C=1C=CC(=CC1)[P](C=2C=CC=CC2)(C=3C=CC=CC3)[Pd]([P](C=4C=CC=CC4)(C=5C=CC=CC5)C=6C=CC=CC6)([P](C=7C=CC=CC7)(C=8C=CC=CC8)C=9C=CC=CC9)[P](C=1C=CC=CC1)(C=1C=CC=CC1)C=1C=CC=CC1 (Pd(PPh3)4). The solvent is COCCOC (DME), CCOC(=O)C (EtOAc), O (H2O). Reaction conditions: time 2 hour. The product is COC=1C(=CC(=C(C(=O)OC)C1)C1=NC=CC=N1)C (methyl 5-methoxy-4-methyl-2-(pyrimidin-2-yl)benzoate). Reaction SMILES: C([Sn](CCCC)(CCCC)[C:6]1[N:11]=[CH:10][CH:9]=[CH:8][N:7]=1)CCC.Br[C:21]1[CH:30]=[C:29]([CH3:31])[C:28]([O:32][CH3:33])=[CH:27][C:22]=1[C:23]([O:25][CH3:26])=[O:24]>COCCOC.CCOC(C)=O.O.C1C=CC([P]([Pd]([P](C2C=CC=CC=2)(C2C=CC=CC=2)C2C=CC=CC=2)([P](C2C=CC=CC=2)(C2C=CC=CC=2)C2C=CC=CC=2)[P](C2C=CC=CC=2)(C2C=CC=CC=2)C2C=CC=CC=2)(C2C=CC=CC=2)C2C=CC=CC=2)=CC=1>[CH3:33][O:32][C:28]1[C:29]([CH3:31])=[CH:30][C:21]([C:6]2[N:7]=[CH:8][CH:9]=[CH:10][N:11]=2)=[C:22]([CH:27]=1)[C:23]([O:25][CH3:26])=[O:24] |^1:50,52,71,90|. Reported procedure: Pd(PPh3)4 (416 mg, 0.36 mmol) was added to a rt solution of 2-tributylstannylpyrimidine (1.40 g, 3.6 mmol) and methyl 2-bromo-5-methoxy-4-methylbenzoate (1.03 g, 3.96 mmol) in degassed DME (7 mL) and the resulting mixture was irradiated in the microwave at 160° C. for 1 h. To the rxn mixture was added Pd(PPh3)4 (315 mg, 0.27 mmol) and irradiation was continued at 160° C. for another 2 h. The rxn mixture was diluted with EtOAc and H2O, filtered over celite, the org. layer was separated and the aq... Starting materials: O=C([O-])O, CC(C)(C)[O-], CI, [K+], O=C(NCc1cccnc1)c1cccc([N+](=O)[O-])c1, [Na+], C1CCOC1. Product: CN(Cc1cccnc1)C(=O)c1cccc([N+](=O)[O-])c1. RXN SMILES: [C:28](=[O:29])([OH:30])[O-:31].[CH3:20][C:21]([CH3:22])([O-:23])[CH3:24].[I:26][CH3:27].[K+:25].[N+:1](=[O:2])([O-:3])[c:4]1[cH:5][c:6]([C:7](=[O:8])[NH:9][CH2:10][c:11]2[cH:12][n:13][cH:14][cH:15][cH:16]2)[cH:17][cH:18][cH:19]1.[Na+:32].[O:33]1[CH2:34][CH2:35][CH2:36][CH2:37]1>>[N+:1](=[O:2])([O-:3])[c:4]1[cH:5][c:6]([C:7](=[O:8])[N:9]([CH2:10][c:11]2[cH:12][n:13][cH:14][cH:15][cH:16]2)[CH3:20])[cH:17][cH:18][cH:19]1.